From a dataset of the Open Reaction Database (ORD), a public repository of structured organic reaction records. describe an organic reaction: reactants, conditions, products, and yield Reactants: C(C)(C)(C)C1=NC(=CC(=N1)N1CCN(CC1)C/C=C(/CN1C(NC(C(=C1)C)=O)=O)\C)C(F)(F)F (1-((2E)-4-{4-[2-tert-Butyl-6-(trifluoromethyl)pyrimidin-4-yl]piperazin-1-yl}-2-methylbut-2-en-1-yl)-5-methylpyrimidine-2,4(1H,3H)-dione), [H][H] (hydrogen). The reagents and catalysts are [Pd] (Pd). Run in CO (methanol). Run at time 6 hour. The product is C(C)(C)(C)C1=NC(=CC(=N1)N1CCN(CC1)CCC(CN1C(NC(C(=C1)C)=O)=O)C)C(F)(F)F (1-(4-{4-[2-tert-Butyl-6-(trifluoromethyl)pyrimidin-4-yl]piperazin-1-yl}-2-methylbutyl)-5-methylpyrimidine-2,4(1H,3H)-dione). RXN SMILES: [C:1]([C:5]1[N:10]=[C:9]([N:11]2[CH2:16][CH2:15][N:14]([CH2:17]/[CH:18]=[C:19](\[CH3:30])/[CH2:20][N:21]3[CH:26]=[C:25]([CH3:27])[C:24](=[O:28])[NH:23][C:22]3=[O:29])[CH2:13][CH2:12]2)[CH:8]=[C:7]([C:31]([F:34])([F:33])[F:32])[N:6]=1)([CH3:4])([CH3:3])[CH3:2].[H][H]>CO.[Pd]>[C:1]([C:5]1[N:10]=[C:9]([N:11]2[CH2:12][CH2:13][N:14]([CH2:17][CH2:18][CH:19]([CH3:30])[CH2:20][N:21]3[CH:26]=[C:25]([CH3:27])[C:24](=[O:28])[NH:23][C:22]3=[O:29])[CH2:15][CH2:16]2)[CH:8]=[C:7]([C:31]([F:33])([F:34])[F:32])[N:6]=1)([CH3:2])([CH3:3])[CH3:4]. Procedure details: 1-((2E)-4-{4-[2-tert-Butyl-6-(trifluoromethyl)pyrimidin-4-yl]piperazin-1-yl}-2-methylbut-2-en-1-yl)-5-methylpyrimidine-2,4(1H,3H)-dione (Example 36, 1.04 mmol, 0.50 g) in methanol (5 ml) was hydrogenated over Pd (10% on activated carbon) with hydrogen at room temperature for 12 h and then at 40° C. for a further 6 h. The mixture was filtered and the residue was washed with methanol. The filtrate was concentrated and purified on silica gel (mobile phase: dichloromethane/methanol: 97/3 v/v); yield... Starting materials: C(C)(C)(C)[Si](OC=1C=C(C=CC1O[Si](C)(C)C(C)(C)C)C=CC1=NC(=NO1)CC)(C)C ({2-[3,4-Bis-(tert-butyl-dimethyl-silanyloxy)-phenyl]-vinyl}-3-ethyl-[1,2,4]oxadiazole), compound, solution, [F-].C(CCC)[N+](CCCC)(CCCC)CCCC (TBAF). Solvent: C1CCOC1 (THF), C1CCOC1 (THF). Run at time 3 hour. The product is C(C)C1=NOC(=N1)C=CC=1C=C(C(=CC1)O)O (4-[2-(3-Ethyl-[1,2,4]oxadiazol-5-yl)-vinyl]-benzene-1,2-diol). As a reaction SMILES: C([Si](C)(C)[O:6][C:7]1[CH:8]=[C:9]([CH:21]=[CH:22][C:23]2[O:27][N:26]=[C:25]([CH2:28][CH3:29])[N:24]=2)[CH:10]=[CH:11][C:12]=1[O:13][Si](C(C)(C)C)(C)C)(C)(C)C.[F-].C([N+](CCCC)(CCCC)CCCC)CCC>C1COCC1>[CH2:28]([C:25]1[N:24]=[C:23]([CH:22]=[CH:21][C:9]2[CH:8]=[C:7]([OH:6])[C:12]([OH:13])=[CH:11][CH:10]=2)[O:27][N:26]=1)[CH3:29] |f:1.2|. Procedure: {2-[3,4-Bis-(tert-butyl-dimethyl-silanyloxy)-phenyl]-vinyl}-3-ethyl-[1,2,4]oxadiazole (compound of Example 2, Method B, Step 2; 0.35 g, 0.75 mmol) was dissolved in THF (10 mL) followed by addition of 1 M solution of TBAF (tetra butyl ammonium fluoride) in THF (0.77 mL, 2.25 mmol) at room temperature over a period of 5 min. After stirring at room temperature for 3 h, the solvent was evaporated and the reaction mixture was allowed to cool to room temperature. The reaction mixture was diluted with ...